Dataset: the Open Reaction Database (ORD), a public repository of structured organic reaction records. Task: describe an organic reaction: reactants, conditions, products, and yield The reactants are BrCc1cc(Br)cc(Br)c1, C1N2CN3CN1CN(C2)C3, CC(=O)O, Cl, O. Yields the product O=Cc1cc(Br)cc(Br)c1. Reaction SMILES: [Br:1][c:2]1[cH:3][c:4]([CH2:5][Br:6])[cH:7][c:8]([Br:10])[cH:9]1.[CH2:11]1[N:12]2[CH2:13][N:14]3[CH2:15][N:16]([CH2:17]2)[CH2:18][N:19]1[CH2:20]3.[CH3:23][C:24](=[O:25])[OH:26].[ClH:21].[OH2:22]>>[Br:1][c:2]1[cH:3][c:4]([CH:5]=[O:22])[cH:7][c:8]([Br:10])[cH:9]1. Reactants: O=C(c1ccccc1)c1cc(F)c(F)cc1Cl, O, OO, O=S(=O)(O)O. The product is O=C(O)c1cc(F)c(F)cc1Cl. Reaction SMILES: [Cl:3][c:4]1[c:5]([C:6](=[O:7])[c:8]2[cH:9][cH:10][cH:11][cH:12][cH:13]2)[cH:14][c:15]([F:19])[c:16]([F:18])[cH:17]1.[OH2:20].[OH:1][OH:2].[S:21](=[O:22])(=[O:23])([OH:24])[OH:25]>>[O:1]=[C:6]([c:5]1[c:4]([Cl:3])[cH:17][c:16]([F:18])[c:15]([F:19])[cH:14]1)[OH:7]. The reactants are C(CCCCCCC)OC1=CC=C(C=C1)C=1C(=CC=CC1)C1=CC=C(C=C1)C(=O)O (4-n-octyloxyterphenyl-4"-carboxylic acid), S(=O)(Cl)Cl (thionyl chloride). The product is C(CCCCCCC)OC1=CC=C(C=C1)C=1C(=CC=CC1)C1=CC=C(C=C1)C(=O)Cl (4-n-octyloxyterphenyl-4"-carboxylic acid chloride). RXN SMILES: [CH2:1]([O:9][C:10]1[CH:15]=[CH:14][C:13]([C:16]2[C:17]([C:22]3[CH:27]=[CH:26][C:25]([C:28]([OH:30])=O)=[CH:24][CH:23]=3)=[CH:18][CH:19]=[CH:20][CH:21]=2)=[CH:12][CH:11]=1)[CH2:2][CH2:3][CH2:4][CH2:5][CH2:6][CH2:7][CH3:8].S(Cl)([Cl:33])=O>>[CH2:1]([O:9][C:10]1[CH:15]=[CH:14][C:13]([C:16]2[C:17]([C:22]3[CH:27]=[CH:26][C:25]([C:28]([Cl:33])=[O:30])=[CH:24][CH:23]=3)=[CH:18][CH:19]=[CH:20][CH:21]=2)=[CH:12][CH:11]=1)[CH2:2][CH2:3][CH2:4][CH2:5][CH2:6][CH2:7][CH3:8]. Procedure details: After 1.6 g of 4-n-octyloxyterphenyl-4"-carboxylic acid was heated with an excess amount of thionyl chloride under reflux condition for 6 hours, unreacted thionyl chloride was distilled off to obtain 4-n-octyloxyterphenyl-4"-carboxylic acid chloride.